Task: describe an organic reaction: reactants, conditions, products, and yield. Dataset: the Open Reaction Database (ORD), a public repository of structured organic reaction records The reactants are C(C1=CC=CC=C1)(=O)C1=C(C(=O)N(CC=2SC=CN2)C2CC2)C=CC(=C1)OC (2-benzoyl-N-cyclopropyl-4-methoxy-N-(1,3-thiazol-2-ylmethyl)-benzamide). Run in O (water). Product: C1(CC1)N1C(C2=CC=C(C=C2C(C1C=1SC=CN1)(C1=CC=CC=C1)O)OC)=O (2-Cyclopropyl-4-hydroxy-6-methoxy-4-phenyl-3-(1,3-thiazol-2-yl)-3,4-dihydroisoquinolin-1(2H)-one). Reaction SMILES: [C:1]([C:9]1[CH:26]=[C:25]([O:27][CH3:28])[CH:24]=[CH:23][C:10]=1[C:11]([N:13]([CH:20]1[CH2:22][CH2:21]1)[CH2:14][C:15]1[S:16][CH:17]=[CH:18][N:19]=1)=[O:12])(=[O:8])[C:2]1[CH:7]=[CH:6][CH:5]=[CH:4][CH:3]=1>O>[CH:20]1([N:13]2[CH:14]([C:15]3[S:16][CH:17]=[CH:18][N:19]=3)[C:1]([OH:8])([C:2]3[CH:7]=[CH:6][CH:5]=[CH:4][CH:3]=3)[C:9]3[C:10](=[CH:23][CH:24]=[C:25]([O:27][CH3:28])[CH:26]=3)[C:11]2=[O:12])[CH2:21][CH2:22]1. Procedure details: Compound 16 was prepared by cyclization of amide 15 essentially according to the procedure described in Example I, Step E. No spontaneous elimination of water was observed under these conditions. The reactants are [Ba+2], CN1CCCCC1=O, [OH-], [OH-], O. Product: CNCCCCC(=O)O. RXN SMILES: [Ba+2:10].[CH3:1][N:2]1[C:3](=[O:8])[CH2:4][CH2:5][CH2:6][CH2:7]1.[OH-:11].[OH-:9].[OH2:12]>>[CH3:1][NH:2][CH2:7][CH2:6][CH2:5][CH2:4][C:3]([OH:8])=[O:9]. RXN SMILES: [Cl:1][C:2]1[CH:3]=[C:4]([CH:9]=[CH:10][C:11]=1[OH:12])[C:5]([NH:7][NH2:8])=[O:6].[CH:13]([C:15]1[C:24]2[C:19](=[CH:20][CH:21]=[CH:22][CH:23]=2)[C:18]([C:25]([OH:27])=[O:26])=[CH:17][CH:16]=1)=O>CS(C)=O.C(OCC)(=O)C.O>[Cl:1][C:2]1[CH:3]=[C:4]([CH:9]=[CH:10][C:11]=1[OH:12])[C:5]([NH:7][N:8]=[CH:13][C:15]1[C:24]2[C:19](=[CH:20][CH:21]=[CH:22][CH:23]=2)[C:18]([C:25]([OH:27])=[O:26])=[CH:17][CH:16]=1)=[O:6]. The product is ClC=1C=C(C(=O)NN=CC2=CC=C(C3=CC=CC=C23)C(=O)O)C=CC1O (4-[(3-Chloro-4-hydroxybenzoyl)hydrazonomethyl]naphthoic Acid). Starting materials: ClC=1C=C(C(=O)NN)C=CC1O (3-chloro-4-hydroxybenzoic acid hydrazide), C(=O)C1=CC=C(C2=CC=CC=C12)C(=O)O (4-formylnaphthoic acid). Run in C(C)(=O)OCC (ethyl acetate), O (water), CS(=O)C (DMSO), CS(=O)C (DMSO). Conditions: time 16 hour. Procedure: To a solution of 3-chloro-4-hydroxybenzoic acid hydrazide (1.53 g, 8.23 mmol) in DMSO (20 mL) was added a solution of 4-formylnaphthoic acid (1.65 g, 8.23 mmol) in DMSO (2 mL). After stirring the solution for 16 hr, the reaction was diluted with ethyl acetate (30 mL) and water (30 mL). A precipitate formed. The precipitate was collected, washed with hexane and dried to give the product as a white solid in quantitative yield.